This data is from the Open Reaction Database (ORD), a public repository of structured organic reaction records. The task is: describe an organic reaction: reactants, conditions, products, and yield Starting materials: FC1=CC(=C(C(=C1)[N+](=O)[O-])C(C(=O)OC)C(=O)OC)[N+](=O)[O-] (Dimethyl 2-(4-fluoro-2,6-dinitrophenyl)malonate), [Cl-].[Li+] (lithium chloride). Run in CS(=O)C (DMSO), O (water). Product: FC1=CC(=C(C(=C1)[N+](=O)[O-])CC(=O)OC)[N+](=O)[O-] (Methyl (4-fluoro-2,6-dinitrophenyl)acetate). As a reaction SMILES: [F:1][C:2]1[CH:7]=[C:6]([N+:8]([O-:10])=[O:9])[C:5]([CH:11](C(OC)=O)[C:12]([O:14][CH3:15])=[O:13])=[C:4]([N+:20]([O-:22])=[O:21])[CH:3]=1.[Cl-].[Li+]>CS(C)=O.O>[F:1][C:2]1[CH:3]=[C:4]([N+:20]([O-:22])=[O:21])[C:5]([CH2:11][C:12]([O:14][CH3:15])=[O:13])=[C:6]([N+:8]([O-:10])=[O:9])[CH:7]=1 |f:1.2|. Procedure details: A solution of dimethyl 2-(4-fluoro-2,6-dinitrophenyl)malonate from Step A (20.5 g, 64.9 mmol) and lithium chloride (5.50 g, 130 mmol) in DMSO (120 mL) and water (2.34 mL) was heated at 90° C. for 3 h, then cooled and poured onto H2O (400 mL). The aqueous layer was extracted with Et2O (3×250 mL). The combined organic layers were washed with brine (100 mL), dried over Na2SO4, and concentrated in vacuo. The crude product was purified by silica gel chromatography, eluting with a gradient of hexanes:... The reactants are BrC=1C=C2C(CC3(COCCC3)OC2=CC1)=O (6-bromo-2′,4′,5′,6′-tetrahydrospiro[chroman-2,3′-pyran]-4-one), ice water, C[Si](C)(C)N=C=N[Si](C)(C)C (bis-trimethylsilylcarbodiimide). Reagents/catalysts: Cl[Ti](Cl)(Cl)Cl (TiCl4). The solvent is C(Cl)Cl (DCM). Run at time 1 hour. Yields the product BrC=1C=C2\C(\CC3(COCCC3)OC2=CC1)=N\C#N ((E)-N-(6-bromo-2′,4′,5′,6′-tetrahydrospiro[chroman-2,3′-pyran]-4-ylide-ne)cyanamide). Isolated yield 85.1%. As a reaction SMILES: [Br:1][C:2]1[CH:3]=[C:4]2[C:14](=[CH:15][CH:16]=1)[O:13][C:7]1([CH2:12][CH2:11][CH2:10][O:9][CH2:8]1)[CH2:6][C:5]2=O.C[Si]([N:22]=[C:23]=[N:24][Si](C)(C)C)(C)C>C(Cl)Cl.Cl[Ti](Cl)(Cl)Cl>[Br:1][C:2]1[CH:3]=[C:4]2[C:14](=[CH:15][CH:16]=1)[O:13][C:7]1([CH2:12][CH2:11][CH2:10][O:9][CH2:8]1)[CH2:6]/[C:5]/2=[N:24]\[C:23]#[N:22]. Procedure details: To a solution of 6-bromo-2′,4′,5′,6′-tetrahydrospiro[chroman-2,3′-pyran]-4-one (379 mg, 1.28 mmol) in anhydrous DCM (10 mL) was added TiCl4 (1 M solution in DCM, 2.6 mL, 2.6 mmol) dropwise within 15 minutes at room temperature. The mixture was stirred another 1 h after the addition. To this mixture was added bis-trimethylsilylcarbodiimide (0.525 g, 0.63 mL, 2.82 mmol) dropwise. The resulting mixture was stirred for another 18 h after the addition. The reaction mixture was poured into ice-water (... Reactants: O=C([O-])[O-], CC#N, Clc1c[nH]cn1, [Cs+], [Cs+], COc1cc([N+](=O)[O-])cc(F)c1F. Yields the product COc1cc([N+](=O)[O-])cc(F)c1-n1cnc(Cl)c1. As a reaction SMILES: [C:20](=[O:21])([O-:22])[O-:23].[CH3:26][C:27]#[N:28].[Cl:1][c:2]1[n:3][cH:4][nH:5][cH:6]1.[Cs+:24].[Cs+:25].[F:7][c:8]1[c:9]([F:19])[c:10]([O:17][CH3:18])[cH:11][c:12]([N+:14](=[O:15])[O-:16])[cH:13]1>>[Cl:1][c:2]1[n:3][cH:4][n:5](-[c:9]2[c:8]([F:7])[cH:13][c:12]([N+:14](=[O:15])[O-:16])[cH:11][c:10]2[O:17][CH3:18])[cH:6]1. Starting materials: O=C1C=2N=CN(C2N=CN1)CCC(=O)OCC (3-(1,6-dihydro-6-oxo-9H-purin-9-yl)propionic acid, ethyl ester), NCCCN (1,3-diaminopropane), C(C)#N (acetonitrile), CCOCC (ether), CCOCC (ether). Run in CO (Methanol). Reaction conditions: time 2 hour. The product is O=C1C=2N=CN(C2N=CN1)CCC(=O)NCCCN (3-(1,6-dihydro-6-oxo-9H-purin-9-yl)-N-(3-aminopropyl)propanamide). Isolated yield 73.2%. As a reaction SMILES: [O:1]=[C:2]1[NH:10][CH:9]=[N:8][C:7]2[N:6]([CH2:11][CH2:12][C:13]([O:15]CC)=O)[CH:5]=[N:4][C:3]1=2.[NH2:18][CH2:19][CH2:20][CH2:21][NH2:22].CCOCC.C(#N)C>CO>[O:1]=[C:2]1[NH:10][CH:9]=[N:8][C:7]2[N:6]([CH2:11][CH2:12][C:13]([NH:18][CH2:19][CH2:20][CH2:21][NH2:22])=[O:15])[CH:5]=[N:4][C:3]1=2. Procedure: 0.250 g (1.06 mmol) of 3-(1,6-dihydro-6-oxo-9H-purin-9-yl)propionic acid, ethyl ester (AIT-0027) was added to 1.85 g (25.0 mmol) of 1,3-diaminopropane in a 10 ml round bottom flask equipped with a magnetic stirring bar. The solution was stirred at room temperature for two hours. 10 ml ether was added and the solution was stirred for a few minutes. The ether solution was decanted, leaving an oil residue. 5 ml of acetonitrile and 4 ml of ether were added and the solution was stirred. Methanol was ... The reactants are COc1nc2c(cc1[N+](=O)[O-])C(C)CN(C(=O)C(F)(F)F)CC2, CO, [K+], [K+], O=C([O-])[O-], O. Reaction SMILES: [CH3:1][O:2][c:3]1[c:4]([N+:21](=[O:22])[O-:23])[cH:5][c:6]2[c:7]([n:20]1)[CH2:8][CH2:9][N:10]([C:14](=[O:15])[C:16]([F:17])([F:18])[F:19])[CH2:11][CH:12]2[CH3:13].[CH3:30][OH:31].[K+:24].[K+:25].[O-:26][C:27]([O-:28])=[O:29].[OH2:32]>>[CH3:1][O:2][c:3]1[c:4]([N+:21](=[O:22])[O-:23])[cH:5][c:6]2[c:7]([n:20]1)[CH2:8][CH2:9][NH:10][CH2:11][CH:12]2[CH3:13]. Yields the product COc1nc2c(cc1[N+](=O)[O-])C(C)CNCC2. The reactants are BrC1=NC=C(C=C1)Br (2,5-dibromopyridine), O1C(=CC=C1)CO (2-furanmethanol), ( b ). The product is BrC=1C=CC(=NC1)OCC=1OC=CC1 (5-Bromo-2-(furan-2-ylmethoxy)-pyridine). Reaction SMILES: Br[C:2]1[CH:7]=[CH:6][C:5]([Br:8])=[CH:4][N:3]=1.[O:9]1[CH:13]=[CH:12][CH:11]=[C:10]1[CH2:14][OH:15]>>[Br:8][C:5]1[CH:6]=[CH:7][C:2]([O:15][CH2:14][C:10]2[O:9][CH:13]=[CH:12][CH:11]=2)=[N:3][CH:4]=1. Procedure: Prepared from 2,5-dibromopyridine and 2-furanmethanol by the method of Example 10 (b). Starting materials: FC=1C=CC(=C(OCC2=C3C(=CC(NC3=CC=C2C2=C(C=C(C=C2)O)OC)(C)C)C)C1)C (5-(5-Fluoro-2-methylphenoxymethyl)-6-(4-hydroxy-2-methoxyphenyl)-2,2,4-trimethyl-1,2-dihydroquinoline), CN(C(=O)Cl)C (N,N-dimethylcarbamoyl chloride), CN(C(=O)Cl)C (N,N-Dimethylcarbamoyl chloride). Run in N1=CC=CC=C1 (pyridine), C(C)(=O)OCC (ethyl acetate). Conditions: temperature 100 celsius, time 3 hour. The product is CN(C(=O)OC1=CC(=C(C=C1)C=1C(=C2C(=CC(NC2=CC1)(C)C)C)COC1=C(C=CC(=C1)F)C)OC)C (6-(4-Dimethylaminocarbonyloxy-2-methoxyphenyl)-5-(5-fluoro-2-methylphenoxymethyl)-2,2,4-trimethyl-1,2-dihydroquinoline). Yield: 29.0%. As a reaction SMILES: [F:1][C:2]1[CH:3]=[CH:4][C:5]([CH3:32])=[C:6]([CH:31]=1)[O:7][CH2:8][C:9]1[C:18]([C:19]2[CH:24]=[CH:23][C:22]([OH:25])=[CH:21][C:20]=2[O:26][CH3:27])=[CH:17][CH:16]=[C:15]2[C:10]=1[C:11]([CH3:30])=[CH:12][C:13]([CH3:29])([CH3:28])[NH:14]2.[CH3:33][N:34]([CH3:38])[C:35](Cl)=[O:36]>N1C=CC=CC=1.C(OCC)(=O)C>[CH3:33][N:34]([CH3:38])[C:35]([O:25][C:22]1[CH:23]=[CH:24][C:19]([C:18]2[C:9]([CH2:8][O:7][C:6]3[CH:31]=[C:2]([F:1])[CH:3]=[CH:4][C:5]=3[CH3:32])=[C:10]3[C:15](=[CH:16][CH:17]=2)[NH:14][C:13]([CH3:28])([CH3:29])[CH:12]=[C:11]3[CH3:30])=[C:20]([O:26][CH3:27])[CH:21]=1)=[O:36]. Reported procedure: 5-(5-Fluoro-2-methylphenoxymethyl)-6-(4-hydroxy-2-methoxyphenyl)-2,2,4-trimethyl-1,2-dihydroquinoline (Reference Compound No. 5-1, 25 mg, 0.058 mmol) was dissolved in pyridine (1 mL), N,N-dimethylcarbamoyl chloride (6.9 μL, 0.075 mmol) was added thereto, and then the mixture was stirred at 100° C. for 3 hours. N,N-Dimethylcarbamoyl chloride (3.0 μL, 0.033 mmol) was added to the reaction mixture and the mixture was stirred at 100° C. for 1 hour. The reaction mixture was diluted with ethyl acetate... Starting materials: OC(=O)C(F)(F)F.C(C1=CC=CC=C1)N1CC2=NC(=C(N=C2CC1)N1CCC(CC1)C(=O)C1=C(C=CC(=C1)Cl)F)NC(C)C ((1-(6-benzyl-3-(isopropylamino)-5,6,7,8-tetrahydropyrido[3,4-b]pyrazin-2-yl)piperidin-4-yl)(5-chloro-2-fluorophenyl)methanone TFA salt). Reagents/catalysts: [OH-].[OH-].[Pd+2] (Pd(OH)2 on carbon). Run in C1CCOC1 (THF), CO (MeOH). Reaction conditions: time 3 hour. Product: ClC=1C=CC(=C(C1)C(=O)C1CCN(CC1)C=1N=C2C(=NC1NC(C)C)CNCC2)F ((5-chloro-2-fluorophenyl)(1-(3-(isopropylamino)-5,6,7,8-tetrahydropyrido[3,4-b]pyrazin-2-yl)piperidin-4-yl)methanone), C(=O)(C(F)(F)F)O (TFA). Yield: 478.4%. RXN SMILES: [OH:1][C:2]([C:4]([F:7])([F:6])[F:5])=[O:3].C([N:15]1[CH2:24][CH2:23][C:22]2[C:17](=[N:18][C:19]([NH:41][CH:42]([CH3:44])[CH3:43])=[C:20]([N:25]3[CH2:30][CH2:29][CH:28]([C:31]([C:33]4[CH:38]=[C:37]([Cl:39])[CH:36]=[CH:35][C:34]=4[F:40])=[O:32])[CH2:27][CH2:26]3)[N:21]=2)[CH2:16]1)C1C=CC=CC=1>C1COCC1.CO.[OH-].[OH-].[Pd+2]>[Cl:39][C:37]1[CH:36]=[CH:35][C:34]([F:40])=[C:33]([C:31]([CH:28]2[CH2:29][CH2:30][N:25]([C:20]3[N:21]=[C:22]4[CH2:23][CH2:24][NH:15][CH2:16][C:17]4=[N:18][C:19]=3[NH:41][CH:42]([CH3:44])[CH3:43])[CH2:26][CH2:27]2)=[O:32])[CH:38]=1.[C:2]([OH:3])([C:4]([F:7])([F:6])[F:5])=[O:1] |f:0.1,4.5.6|. Procedure: A mixture of (1-(6-benzyl-3-(isopropylamino)-5,6,7,8-tetrahydropyrido[3,4-b]pyrazin-2-yl)piperidin-4-yl)(5-chloro-2-fluorophenyl)methanone TFA salt (41.7 mg, 0.066 mmol) and Pd(OH)2 on carbon (20 wt %, 5 mg, 0.036 mmol) in THF (328 μL) was stirred at rt under an atmosphere of hydrogen gas (balloon). After 3 h, the mixture was diluted with MeOH, filtered through a pad of Celite™, washing with MeOH, and concentrated to afford the title compound as its TFA salt (36 mg, 100%) as a yellow film, which...